The task is: describe an organic reaction: reactants, conditions, products, and yield. This data is from the Open Reaction Database (ORD), a public repository of structured organic reaction records. Reactants: C(CC)C=1NC(=C(C1CC)C)C(=O)OCC (2-n-propyl-3-ethyl-4-methyl-5-carbethoxy-pyrrole), C(CC)=O (propionaldehyde). The product is C(CC)C=1NC(=C(C1CC)C)CCC (2,5-di(n-propyl)-3-ethyl-4-methylpyrrole). Reaction SMILES: [CH2:1]([C:4]1[NH:5][C:6]([C:12](OCC)=O)=[C:7]([CH3:11])[C:8]=1[CH2:9][CH3:10])[CH2:2][CH3:3].[CH:17](=O)[CH2:18]C>>[CH2:1]([C:4]1[NH:5][C:6]([CH2:12][CH2:17][CH3:18])=[C:7]([CH3:11])[C:8]=1[CH2:9][CH3:10])[CH2:2][CH3:3]. Procedure: 2-n-propyl-3-ethyl-4-methyl-5-carbethoxy-pyrrole was reductively alkylated with propionaldehyde to yield 2,5-di(n-propyl)-3-ethyl-4-methylpyrrole. ##STR103##